The task is: describe an organic reaction: reactants, conditions, products, and yield. This data is from the Open Reaction Database (ORD), a public repository of structured organic reaction records. Starting materials: ClC=1C2=C(SC1C(=O)O)C=C(C(=C2)O)O (3-Chloro-5,6-dihydroxy-benzo[b]thiophene-2-carboxylic acid), [N+](=O)(O)[O-] (nitric acid). Solvent: C(C)(=O)OCC (ethyl acetate), ClCCl (dichloromethane). Run at time 10 minute. Yields the product ClC=1C2=C(SC1C(=O)O)C(=C(C(=C2)O)O)[N+](=O)[O-] (3-Chloro-5,6-dihydroxy-7-nitro-benzo[b]thiophene-2-carboxylic acid). RXN SMILES: [Cl:1][C:2]1[C:3]2[CH:13]=[C:12]([OH:14])[C:11]([OH:15])=[CH:10][C:4]=2[S:5][C:6]=1[C:7]([OH:9])=[O:8].[N+:16]([O-])([OH:18])=[O:17]>C(OCC)(=O)C.ClCCl>[Cl:1][C:2]1[C:3]2[CH:13]=[C:12]([OH:14])[C:11]([OH:15])=[C:10]([N+:16]([O-:18])=[O:17])[C:4]=2[S:5][C:6]=1[C:7]([OH:9])=[O:8]. Procedure: 3-Chloro-5,6-dihydroxy-benzo[b]thiophene-2-carboxylic acid was dissolved in ethyl acetate and a solution of nitric acid in dichloromethane (2M, 0.38 ml) was gradually added at 20° C. The solution was stirred 10 min at room temperature and then it was poured into ice-cold water and extracted with ethyl acetate. The organic extracts were combined, dried and evaporated to dryness. The residue was recrystallized from acetic acid.